This data is from the Open Reaction Database (ORD), a public repository of structured organic reaction records. The task is: describe an organic reaction: reactants, conditions, products, and yield Reactants: Cc1ccccc1, CCOCC, CC1(C)C2CCC1(CS(=O)(=O)O)C(=O)C2, CCOC(=O)C1CCCCC1=O, OCCO. The product is CCOC(=O)C1CCCCC12OCCO2. As a reaction SMILES: [CH3:32][c:33]1[cH:34][cH:35][cH:36][cH:37][cH:38]1.[CH3:39][CH2:40][O:41][CH2:42][CH3:43].[O:17]=[S:18](=[O:19])([OH:20])[CH2:21][C:22]12[CH2:23][CH2:24][CH:25]([C:26]1([CH3:27])[CH3:28])[CH2:29][C:30]2=[O:31].[O:1]=[C:2]1[CH:3]([C:8](=[O:9])[O:10][CH2:11][CH3:12])[CH2:4][CH2:5][CH2:6][CH2:7]1.[OH:13][CH2:14][CH2:15][OH:16]>>[O:1]1[C:2]2([CH:3]([C:8](=[O:9])[O:10][CH2:11][CH3:12])[CH2:4][CH2:5][CH2:6][CH2:7]2)[O:13][CH2:14][CH2:15]1. Starting materials: N(N)C(C(=O)NC1=CC=C(C=C1)[C@@H]1CC[C@H](CC1)CC(=O)OC)=O (methyl [trans-4-(4-{[hydrazino(oxo)acetyl]amino}phenyl)cyclohexyl]acetate), N(N)C(C(=O)NC1=CC=C(C=C1)[C@@H]1CC[C@H](CC1)CC(=O)OC)=O (methyl [trans-4-(4-{[hydrazino(oxo)acetyl]amino}phenyl)cyclohexyl]acetate), CCN=C=NCCCN(C)C (EDCI), C1=CC=NC(=C1)OC(=S)OC2=CC=CC=N2 (Di-2-pyridyl thionocarbonate), NC1=NC=NC=C1 (4-aminopyrimidine). Solvent: C(Cl)Cl (DCM), CO (MeOH), CN(C)C=O (DMF), C(Cl)Cl (DCM). Run at temperature 100 celsius, time 5 minute. The product is N1=CN=C(C=C1)NC1=NN=C(O1)C(=O)NC1=CC=C(C=C1)[C@@H]1CC[C@H](CC1)CC(=O)OC (Methyl {trans-4-[4-({[5-(pyrimidin-4-ylamino)-1,3,4-oxadiazol-2-yl]carbonyl}amino)-phenyl]cyclohexyl}acetate). Yield: 20.0%. Reaction SMILES: C1C=C(OC(OC2N=CC=CC=2)=S)N=CC=1.NC1C=CN=CN=1.[NH:24]([C:26](=[O:47])[C:27]([NH:29][C:30]1[CH:35]=[CH:34][C:33]([C@H:36]2[CH2:41][CH2:40][C@H:39]([CH2:42][C:43]([O:45][CH3:46])=[O:44])[CH2:38][CH2:37]2)=[CH:32][CH:31]=1)=[O:28])[NH2:25].CC[N:50]=[C:51]=[N:52][CH2:53][CH2:54][CH2:55][N:56]([CH3:58])C>C(Cl)Cl.CO.CN(C=O)C>[N:52]1[CH:53]=[CH:54][C:55]([NH:56][C:58]2[O:47][C:26]([C:27]([NH:29][C:30]3[CH:31]=[CH:32][C:33]([C@H:36]4[CH2:37][CH2:38][C@H:39]([CH2:42][C:43]([O:45][CH3:46])=[O:44])[CH2:40][CH2:41]4)=[CH:34][CH:35]=3)=[O:28])=[N:24][N:25]=2)=[N:50][CH:51]=1. Procedure: Di-2-pyridyl thionocarbonate (367 mg, 1.58 mmol) was added in one portion to a stirred solution of 4-aminopyrimidine (150 mg, 1.58 mmol) in DCM (3 mL) and the reaction mixture was heated at 100° C. for 20 minutes in the microwave and then cooled to room temperature. This solution was added to a suspension of methyl [trans-4-(4-{[hydrazino(oxo)acetyl]amino}-phenyl)cyclohexyl]acetate (Intermediate 43, 421 mg, 1.26 mmol) in DCM (5 mL) and the mixture stirred at room temperature for 5 minutes. DMF (... Reactants: ClC=1C=C(C=2C=NNC2C1)C(=O)OC (Methyl 6-chloro-1H-indazole-4-carboxylate), [H-].[Na+] (Sodium hydride), IC(C)C (2-iodopropane), C([O-])([O-])=O.[Na+].[Na+] (sodium carbonate), CI (methyl iodide). Run in [NH4+].[Cl-] (NH4Cl), CN(C)C=O (DMF). Run at time 15 minute. The product is ClC=1C=C(C=2C=NN(C2C1)C(C)C)C(=O)OC (Methyl 6-chloro-1-(1-methylethyl)-1H-indazole-4-carboxylate). Isolated yield 45.0%. RXN SMILES: [Cl:1][C:2]1[CH:3]=[C:4]([C:11]([O:13][CH3:14])=[O:12])[C:5]2[CH:6]=[N:7][NH:8][C:9]=2[CH:10]=1.[H-].[Na+].I[CH:18]([CH3:20])[CH3:19].C(=O)([O-])[O-].[Na+].[Na+].CI>CN(C=O)C.[NH4+].[Cl-]>[Cl:1][C:2]1[CH:3]=[C:4]([C:11]([O:13][CH3:14])=[O:12])[C:5]2[CH:6]=[N:7][N:8]([CH:18]([CH3:20])[CH3:19])[C:9]=2[CH:10]=1 |f:1.2,4.5.6,9.10|. Procedure details: Methyl 6-chloro-1H-indazole-4-carboxylate (0.410 g, 1.947 mmol) was dissolved in DMF (10 mL) and placed into an ice bath and stirred for 15 min. Sodium hydride (0.101 g, 2.53 mmol) was added, the contents stirred for 15 min., and then 2-iodopropane (0.389 mL, 3.89 mmol) was added. The contents were stirred with warming to RT. After stirring at RT for 2 h, a scoop of sodium carbonate and then 0.4 mL of methyl iodide were added. After stirring at RT for an additional 1 h, the reaction mixture was ... The reactants are C(C)OC(=O)C=1C2=C(N(C1)C(=O)OC(C)(C)C)CCCC(C2=O)C(C)=O (5-acetyl-4-oxo-5,6,7,8-tetrahydro-4H-cyclohepta[b]pyrrole-1,3-dicarboxylic acid 1-tert-butyl ester 3-ethyl ester), C(C)(=O)O.C(=N)N (formamidine acetate). Run in CCO (EtOH). Run at temperature 120 celsius. The product is C(C)OC(=O)C1=CNC=2CCCC3=C(C12)N=CN=C3C (7-Methyl-3,4,5,6-tetrahydro-3,8,10-triaza-benzo[e]azulene-1-carboxylic acid ethyl ester). Isolated yield 36.0%. RXN SMILES: [CH2:1]([O:3][C:4]([C:6]1[C:7]2[C:22](=O)[CH:21]([C:24](=O)[CH3:25])[CH2:20][CH2:19][CH2:18][C:8]=2[N:9](C(OC(C)(C)C)=O)[CH:10]=1)=[O:5])[CH3:2].C(O)(=O)C.[CH:31]([NH2:33])=[NH:32]>CCO>[CH2:1]([O:3][C:4]([C:6]1[C:7]2[C:22]3[N:32]=[CH:31][N:33]=[C:24]([CH3:25])[C:21]=3[CH2:20][CH2:19][CH2:18][C:8]=2[NH:9][CH:10]=1)=[O:5])[CH3:2] |f:1.2|. Procedure: In a sealed tube are 5-acetyl-4-oxo-5,6,7,8-tetrahydro-4H-cyclohepta[b]pyrrole-1,3-dicarboxylic acid 1-tert-butyl ester 3-ethyl ester (1.1 mmol) and formamidine acetate (5.5 mmol) and 10 mL EtOH. The mixture is heated at 120° C. for 48 hours. The solvent is evaporated in vacuo and the residue is taken up in CH2Cl2 and washed two times with NaHCO3 (aq). The organic layer is dried over Na2SO4 and evaporated in vacuo and the residue chromatographed using 10% MeOH in CH2Cl2 as mobile phase to yield ...